Dataset: the Open Reaction Database (ORD), a public repository of structured organic reaction records. Task: describe an organic reaction: reactants, conditions, products, and yield The reactants are N1=CC=CC=C1 (pyridine), OCC1C2=CC=CC=C2C=2C=CC(=CC12)NC(CCC(C)=O)=S (9-hydroxymethyl-2-(3-acetylthiopropionyl-amino)-fluorene), ClC(Cl)(OC(OC(Cl)(Cl)Cl)=O)Cl (triphosgene), OCC1C2=CC=CC=C2C=2C=CC(=CC12)NC(CCC(C)=O)=S (9-hydroxymethyl-2-(3-acetylthiopropionyl-amino)-fluorene), ON1C(CCC1=O)=O (N-hydroxysuccinimide), C(=O)(Cl)Cl (phosgene), solution B, ON1C(CCC1=O)=O (N-hydroxysuccinimide), N1=CC=CC=C1 (pyridine). Solvent: C1CCOC1 (THF), CCCCCC (hexane), C(C)(=O)OCC (ethyl acetate). Run at time 20 minute. The product is C(C)(=O)CCC(=S)NC1=CC=2C(C3=CC=CC=C3C2C=C1)COC(=O)ON1C(CCC1=O)=O (N-[2-(3-acetylthiopropionylamino)-9-fluorenyl-methoxycarbonyloxy]-succinimide). Yield: 88.0%. Reaction SMILES: [OH:1][CH2:2][CH:3]1[C:15]2[CH:14]=[C:13]([NH:16][C:17](=[S:23])[CH2:18][CH2:19][C:20](=[O:22])[CH3:21])[CH:12]=[CH:11][C:10]=2[C:9]2[C:4]1=[CH:5][CH:6]=[CH:7][CH:8]=2.[OH:24][N:25]1[C:29](=[O:30])[CH2:28][CH2:27][C:26]1=[O:31].[C:32](Cl)(Cl)=[O:33].N1C=CC=CC=1.ClC(Cl)(OC(=O)OC(Cl)(Cl)Cl)Cl>C1COCC1.CCCCCC.C(OCC)(=O)C>[C:20]([CH2:19][CH2:18][C:17]([NH:16][C:13]1[CH:12]=[CH:11][C:10]2[C:9]3[C:4](=[CH:5][CH:6]=[CH:7][CH:8]=3)[CH:3]([CH2:2][O:1][C:32]([O:24][N:25]3[C:29](=[O:30])[CH2:28][CH2:27][C:26]3=[O:31])=[O:33])[C:15]=2[CH:14]=1)=[S:23])(=[O:22])[CH3:21]. Procedure: Intermediate j obtained in step 9(g) was reacted with N-hydroxysuccinimide and phosgene, as depicted in Scheme 4. Thus, pyridine (0.215 ml, 2.7 mmol) was added dropwise to a stirred solution of Intermediate j (0.385 g, 0.9 mmol) and triphosgene (0.265 g, 0.9 mmol, 3 eq) in dry THF (5 ml). After 20 min, the precipitated pyridine hydrochloride salt was filtered out and the THF was removed by evaporation. The obtained oil was dissolved in dry THF (10 ml). N-hydroxysuccinimide (0.5 g, 4.4 mmol, 5 eq... Reactants: COCCN (2-Methoxy-1-ethylamine), Cl.C(C)OC(=N)C1=CSC=C1 (3-thiophenecarboximidic acid ethyl ester hydrochloride), [O-]CC.[Na+] (Sodium ethoxide), C(C)OC=C(C(=O)OCC)C(=O)OCC (diethyl ethoxymethylenemalonate). Solvent: CO (methanol). Conditions: time 1.5 hour. Product: COCCN1C(=NC=C(C1=O)C(=O)OCC)C1=CSC=C1 (ethyl 1,6-dihydro-1-(2-methoxyethyl)-6-oxo-2-(3-thienyl)-5-pyrimidinecarboxylate). Isolated yield 59.0%. RXN SMILES: [CH3:1][O:2][CH2:3][CH2:4][NH2:5].Cl.C(O[C:10]([C:12]1[CH:16]=[CH:15][S:14][CH:13]=1)=[NH:11])C.[O-]CC.[Na+].C([O:23][CH:24]=[C:25]([C:31](OCC)=O)[C:26]([O:28][CH2:29][CH3:30])=[O:27])C>CO>[CH3:1][O:2][CH2:3][CH2:4][N:5]1[C:24](=[O:23])[C:25]([C:26]([O:28][CH2:29][CH3:30])=[O:27])=[CH:31][N:11]=[C:10]1[C:12]1[CH:16]=[CH:15][S:14][CH:13]=1 |f:1.2,3.4|. Procedure details: 2-Methoxy-1-ethylamine (0.86 g, 11.4 mmol) was added to a solution of 3-thiophenecarboximidic acid ethyl ester hydrochloride (2.0 g, 10.4 mmol) in methanol (10 mL), which was then stirred at ambient temperature for 1.5 h. The reaction mixture was then concentrated under reduced pressure and redissolved in ethanol (10 mL). Sodium ethoxide solution (21% w/w in ethanol, 3.4 g, 10 mmol) and diethyl ethoxymethylenemalonate (2.2 g, 10 mmol) were added and the mixture was heated to reflux for 2 h befor...